From a dataset of the Open Reaction Database (ORD), a public repository of structured organic reaction records. describe an organic reaction: reactants, conditions, products, and yield The reactants are CCCc1nn(C)c2c(=O)[nH]c(-c3cc(C(=O)O)ccc3OCC)nc12, CN1CCNCC1, CCN=C=NCCCN(C)C, ClCCl, Cl, On1nnc2ccccc21. Product: CCCc1nn(C)c2c(=O)[nH]c(-c3cc(C(=O)N4CCN(C)CC4)ccc3OCC)nc12. As a reaction SMILES: [CH2:1]([CH3:2])[O:3][c:4]1[c:5](-[c:13]2[nH:14][c:15](=[O:26])[c:16]3[c:17]([n:18]2)[c:19]([CH2:23][CH2:24][CH3:25])[n:20][n:21]3[CH3:22])[cH:6][c:7]([C:8](=[O:9])[OH:10])[cH:11][cH:12]1.[CH3:27][N:28]1[CH2:29][CH2:30][NH:31][CH2:32][CH2:33]1.[CH3:35][N:36]([CH3:37])[CH2:38][CH2:39][CH2:40][N:41]=[C:42]=[N:43][CH2:44][CH3:45].[Cl:56][CH2:57][Cl:58].[ClH:34].[OH:46][n:47]1[c:48]2[cH:49][cH:50][cH:51][cH:52][c:53]2[n:54][n:55]1>>[CH2:1]([CH3:2])[O:3][c:4]1[c:5](-[c:13]2[nH:14][c:15](=[O:26])[c:16]3[c:17]([n:18]2)[c:19]([CH2:23][CH2:24][CH3:25])[n:20][n:21]3[CH3:22])[cH:6][c:7]([C:8](=[O:9])[N:31]2[CH2:30][CH2:29][N:28]([CH3:27])[CH2:33][CH2:32]2)[cH:11][cH:12]1. Reactants: C(CCC)[N+](CCCC)(CCCC)CCCC.COC1(C(N(C1)S(=O)(=O)[O-])=O)NC(=O)OCC1=CC=CC=C1 ((±)-3-Methoxy-3-[[(phenylmethoxy)carbonyl]amino]-2-oxo-1-azetidinesulfonic acid, tetrabutylammonium salt), Na2B4O7.10H2O. The reagents and catalysts are [Pd] (palladium on carbon). The solvent is CO (methanol). Reaction conditions: time 15 minute. The product is C(CCC)[N+](CCCC)(CCCC)CCCC.NC1(C(N(C1)S(=O)(=O)[O-])=O)OC (3-Amino-3-methoxy-2-oxo-1-azetidinesulfonic acid, tetrabutylammonium salt). Isolated yield 104.2%. Reaction SMILES: [CH2:1]([N+:5]([CH2:14][CH2:15][CH2:16][CH3:17])([CH2:10][CH2:11][CH2:12][CH3:13])[CH2:6][CH2:7][CH2:8][CH3:9])[CH2:2][CH2:3][CH3:4].[CH3:18][O:19][C:20]1([NH:29]C(OCC2C=CC=CC=2)=O)[CH2:23][N:22]([S:24]([O-:27])(=[O:26])=[O:25])[C:21]1=[O:28]>CO.[Pd]>[CH2:14]([N+:5]([CH2:1][CH2:2][CH2:3][CH3:4])([CH2:6][CH2:7][CH2:8][CH3:9])[CH2:10][CH2:11][CH2:12][CH3:13])[CH2:15][CH2:16][CH3:17].[NH2:29][C:20]1([O:19][CH3:18])[CH2:23][N:22]([S:24]([O-:27])(=[O:25])=[O:26])[C:21]1=[O:28] |f:0.1,4.5|. Procedure: (±)-3-Methoxy-3-[[(phenylmethoxy)carbonyl]amino]-2-oxo-1-azetidinesulfonic acid, tetrabutylammonium salt (143 mg, see Example 49) is dissolved in 15 ml of dry methanol. Na2B4O7.10H2O (12 mg, 0.1 equiv.) is added, followed by 10% palladium on carbon (72 mg). The mixture is hydrogenated at one atmosphere pressure for 15 minutes. The catalyst is removed by filtration and the filtrate evaporated in vacuo, yielding 114 mg of the title compound. The reactants are Cc1ccccc1, COC(=O)N=NC(=O)OC, O=C1NC(=O)c2ccccc21, C1CCOC1, OCCCCCC1CCSS1, c1ccc(P(c2ccccc2)c2ccccc2)cc1. The product is O=C1c2ccccc2C(=O)N1CCCCCC1CCSS1. Reaction SMILES: [CH3:57][c:58]1[cH:59][cH:60][cH:61][cH:62][cH:63]1.[N:1]([C:2]([O:3][CH3:4])=[O:5])=[N:6][C:7]([O:8][CH3:9])=[O:10].[O:30]=[C:31]1[NH:32][C:33](=[O:34])[c:35]2[cH:36][cH:37][cH:38][cH:39][c:40]21.[O:52]1[CH2:53][CH2:54][CH2:55][CH2:56]1.[S:41]1[S:42][CH:43]([CH2:46][CH2:47][CH2:48][CH2:49][CH2:50][OH:51])[CH2:44][CH2:45]1.[c:11]1([P:12]([c:13]2[cH:14][cH:15][cH:16][cH:17][cH:18]2)[c:19]2[cH:20][cH:21][cH:22][cH:23][cH:24]2)[cH:25][cH:26][cH:27][cH:28][cH:29]1>>[O:30]=[C:31]1[N:32]([CH2:50][CH2:49][CH2:48][CH2:47][CH2:46][CH:43]2[S:42][S:41][CH2:45][CH2:44]2)[C:33](=[O:34])[c:35]2[cH:36][cH:37][cH:38][cH:39][c:40]21. RXN SMILES: [NH2:1][C:2]1[CH:9]=[CH:8][C:7](I)=[CH:6][C:3]=1[C:4]#[N:5].[Cl-].[Cl:12][C:13]1[CH:20]=[CH:19][C:16]([CH2:17][Zn+])=[CH:15][CH:14]=1.NC1C=CC(CC2C=CC=CC=2)=CC=1C#N>>[NH2:1][C:2]1[CH:9]=[CH:8][C:7]([CH2:17][C:16]2[CH:19]=[CH:20][C:13]([Cl:12])=[CH:14][CH:15]=2)=[CH:6][C:3]=1[C:4]#[N:5] |f:1.2|. The product is NC1=C(C#N)C=C(C=C1)CC1=CC=C(C=C1)Cl (2-Amino-5-(4′-chlorobenzyl)benzonitrile). Reported procedure: From 9 (488 mg, 2 mmol) and 4-chlorobenzylzinc chloride (0.5 M in THF, 10 mL, 5 mmol) by the same method as 10a; white powder (243 mg, 59%): mp 91.5-93° C.; 1H NMR (DMSO-d6) δ 3.79 (s, 2H, CH2), 5.87 (br s, 2H, NH2), 6.68 (d, J=8.0 Hz, 1H, H-3), 7.11 (d, J=8.0 Hz, H-4), 7.18 (d, J=8.4 Hz, 2H, H-2′ and H-6′), 7.20 (s, 1, H-6),7.29 (d, J=8.4 Hz, 2H, H-3′ and H-5′). The reactants are NC1=C(C#N)C=C(C=C1)I (2-amino-5-iodobenzonitrile), powder, [Cl-].ClC1=CC=C(C[Zn+])C=C1 (4-chlorobenzylzinc chloride), NC1=C(C#N)C=C(C=C1)CC1=CC=CC=C1 (2-amino-5-benzylbenzonitrile). Starting materials: [Si](C)(C)(C(C)(C)C)Cl (t-butyldimethylsilyl chloride), ClCCCCCO (5-chloro-1-pentanol), N1C=NC=C1 (imidazole). Solvent: CN(C)C=O (DMF). Run at time 8 hour. The product is ClCCCCCO[Si](C)(C)C(C)(C)C ([(5-Chloro-1-pentyl)oxy](1,1-dimethylethyl)dimethylsilane). As a reaction SMILES: [Si:1](Cl)([C:4]([CH3:7])([CH3:6])[CH3:5])([CH3:3])[CH3:2].[Cl:9][CH2:10][CH2:11][CH2:12][CH2:13][CH2:14][OH:15].N1C=CN=C1>CN(C=O)C>[Cl:9][CH2:10][CH2:11][CH2:12][CH2:13][CH2:14][O:15][Si:1]([C:4]([CH3:7])([CH3:6])[CH3:5])([CH3:3])[CH3:2]. Procedure: A mixture of t-butyldimethylsilyl chloride (29.5 g, 0.196 mole) and 5-chloro-1-pentanol (20 g, 0.163 mole) under an inert atmosphere was treated with a solution of imidazole (27.7 g, 0.407 mole) in dry DMF (40 mL). The reaction was stirred overnight at room temperature then partitioned between water (200 mL) and OEt2 l (300 mL). The aqueous layer was extracted with more OEt2 (2×100 mL), and the combined extract was dried (Na2SO4). The OEt2 was removed and the residue fractionally distilled. A sm...